Dataset: the Open Reaction Database (ORD), a public repository of structured organic reaction records. Task: describe an organic reaction: reactants, conditions, products, and yield Starting materials: [H-].[Na+] (sodium hydride), C(C)(=O)N[C@@H]1[C@H]([C@H](OC)O[C@@H]([C@@H]1OCC1=CC=CC=C1)COCC1=CC=CC=C1)OCC1=CC=CC=C1 (methyl 3-acetamido-3-deoxy-2,4,6-tri-O-benzyl-β-D-galactopyranoside), CI (methyl iodide). Solvent: CN(C)C=O (DMF). The product is CN(C(C)=O)[C@@H]1[C@H]([C@H](OC)O[C@@H]([C@@H]1OCC1=CC=CC=C1)COCC1=CC=CC=C1)OCC1=CC=CC=C1 (Methyl 3-(N-methylacetamido)-3-deoxy-2,4,6-tri-O-benzyl-β-D-galactopyranoside). RXN SMILES: [C:1]([NH:4][C@H:5]1[C@@H:12]([O:13][CH2:14][C:15]2[CH:20]=[CH:19][CH:18]=[CH:17][CH:16]=2)[C@@H:11]([CH2:21][O:22][CH2:23][C:24]2[CH:29]=[CH:28][CH:27]=[CH:26][CH:25]=2)[O:10][C@@H:7]([O:8][CH3:9])[C@@H:6]1[O:30][CH2:31][C:32]1[CH:37]=[CH:36][CH:35]=[CH:34][CH:33]=1)(=[O:3])[CH3:2].[H-].[Na+].[CH3:40]I>CN(C=O)C>[CH3:40][N:4]([C@H:5]1[C@@H:12]([O:13][CH2:14][C:15]2[CH:20]=[CH:19][CH:18]=[CH:17][CH:16]=2)[C@@H:11]([CH2:21][O:22][CH2:23][C:24]2[CH:25]=[CH:26][CH:27]=[CH:28][CH:29]=2)[O:10][C@@H:7]([O:8][CH3:9])[C@@H:6]1[O:30][CH2:31][C:32]1[CH:33]=[CH:34][CH:35]=[CH:36][CH:37]=1)[C:1](=[O:3])[CH3:2] |f:1.2|. Reported procedure: Dissolve methyl 3-acetamido-3-deoxy-2,4,6-tri-O-benzyl-β-D-galactopyranoside (5.05 g.) in dry DMF (100 ml.). With stirring in an atomsphere of dry nitrogen add 0.25 g. of sodium hydride and allow the mixture to stir for 1 hour. Add methyl iodide (2.0 g.) and continue stirring at room temperature for 16 hours. Evaporate the mixture in vacuo to ca 10 ml. then dilute with chloroform. Cautiously add water and shake, separate the layers and re-extract the chloroform layer 3 times with water. Dry the ...